This data is from the Open Reaction Database (ORD), a public repository of structured organic reaction records. The task is: describe an organic reaction: reactants, conditions, products, and yield The reactants are C1(=CC=CC=C1)C(C#N)(C1CN(CC1)CC(C)C)C1=CC=CC=C1 (α,α-diphenyl-α-(1-isobutyl-3-pyrrolidinyl)acetonitrile), C(\C=C/C(=O)O)(=O)O (maleic acid), above product, amine, C1(=CC=CC=C1)C (toluene), [NH2-].[Na+] (sodium amide), alcohol. Solvent: CCOCC (ether), O (water). Product: C(\C=C/C(=O)O)(=O)O.C(C1=CC=CC=C1)(C1=CC=CC=C1)C1CN(CC1)CC(C)C (3-Benzhydryl-1-isobutylpyrrolidine Maleate). Reaction SMILES: [C:1]1([C:7]([C:19]2[CH:24]=[CH:23][CH:22]=[CH:21][CH:20]=2)([CH:10]2[CH2:14][CH2:13][N:12]([CH2:15][CH:16]([CH3:18])[CH3:17])[CH2:11]2)C#N)[CH:6]=[CH:5][CH:4]=[CH:3][CH:2]=1.C1(C)C=CC=CC=1.[NH2-].[Na+].[C:34]([OH:41])(=[O:40])/[CH:35]=[CH:36]\[C:37]([OH:39])=[O:38]>CCOCC.O>[C:34]([OH:41])(=[O:40])/[CH:35]=[CH:36]\[C:37]([OH:39])=[O:38].[CH:7]([CH:10]1[CH2:14][CH2:13][N:12]([CH2:15][CH:16]([CH3:18])[CH3:17])[CH2:11]1)([C:19]1[CH:20]=[CH:21][CH:22]=[CH:23][CH:24]=1)[C:1]1[CH:6]=[CH:5][CH:4]=[CH:3][CH:2]=1 |f:2.3,7.8|. Procedure details: To a solution of 41.3 g. (0.13 mole) of α,α-diphenyl-α-(1-isobutyl-3-pyrrolidinyl)acetonitrile in 120 ml. of dry toluene was added 11.2 g. (0.286 mole) of sodium amide in a 500 ml. round bottom flask equipped with a reflux condenser and mechanical stirrer. The stirred mixture was refluxed for 46 hours. A large excess of water was added slowly and the water layer separated and discarded after being extracted with ether which was combined with the organic layer. The organic layer was washed with w... Starting materials: Cn1c(C(F)(F)F)cc(=O)n(-c2cc(O)c(Br)cc2F)c1=O, O=C([O-])[O-], CI, CC#N, [K+], [K+]. The product is COc1cc(-n2c(=O)cc(C(F)(F)F)n(C)c2=O)c(F)cc1Br. RXN SMILES: [Br:1][c:2]1[cH:3][c:4]([F:22])[c:5](-[n:9]2[c:10](=[O:21])[n:11]([CH3:20])[c:12]([C:16]([F:17])([F:18])[F:19])[cH:13][c:14]2=[O:15])[cH:6][c:7]1[OH:8].[C:23](=[O:24])([O-:25])[O-:26].[CH3:29][I:30].[CH3:31][C:32]#[N:33].[K+:27].[K+:28]>>[Br:1][c:2]1[cH:3][c:4]([F:22])[c:5](-[n:9]2[c:10](=[O:21])[n:11]([CH3:20])[c:12]([C:16]([F:17])([F:18])[F:19])[cH:13][c:14]2=[O:15])[cH:6][c:7]1[O:8][CH3:23]. Conditions: time 20 minute. Procedure: Tributyl((6aR,10aR)-6,6,9-trimethyl-3-pentyl-6a,7,8,10a-tetrahydro-6H-benzo[c]chromen-1-yl)stannane (S29) (100 mg, 0.17 mmol, 1 eq.) will be dissolved in acetone (3.5 ml), and AgOTf (87.4 mg, 0.34 mmol, 2 eq.) and Selectfluor (71 mg, 0.20 mmol, 1.2 eq.) will be added at room temperature. The mixture will be stirred for 20 min at room temperature and subsequently concentrated under reduced pressure. The concentrate will be subjected to column chromatography (EtOAc-Hex; 0:100 to 5:95) to give 19. Reactants: C(CCC)[Sn](C1=C2[C@H]3[C@H](C(OC2=CC(=C1)CCCCC)(C)C)CCC(=C3)C)(CCCC)CCCC (Tributyl((6aR,10aR)-6,6,9-trimethyl-3-pentyl-6a,7,8,10a-tetrahydro-6H-benzo[c]chromen-1-yl)stannane), [B-](F)(F)(F)F.[B-](F)(F)(F)F.C1C[N+]2(CC[N+]1(CC2)CCl)F (Selectfluor). RXN SMILES: C([Sn](CCCC)(CCCC)[C:6]1[CH:15]=[C:14]([CH2:16][CH2:17][CH2:18][CH2:19][CH3:20])[CH:13]=[C:12]2[C:7]=1[C@@H:8]1[CH:26]=[C:25]([CH3:27])[CH2:24][CH2:23][C@H:9]1[C:10]([CH3:22])([CH3:21])[O:11]2)CCC.[B-](F)(F)(F)[F:37].[B-](F)(F)(F)F.C1[N+]2(CCl)CC[N+](F)(CC2)C1>CC(C)=O.C(S([O-])(=O)=O)(F)(F)F.[Ag+]>[F:37][C:6]1[CH:15]=[C:14]([CH2:16][CH2:17][CH2:18][CH2:19][CH3:20])[CH:13]=[C:12]2[C:7]=1[C@@H:8]1[CH:26]=[C:25]([CH3:27])[CH2:24][CH2:23][C@H:9]1[C:10]([CH3:22])([CH3:21])[O:11]2 |f:1.2.3,5.6|. The reagents and catalysts are C(F)(F)(F)S(=O)(=O)[O-].[Ag+] (AgOTf). Run in CC(=O)C (acetone). Product: FC1=C2[C@H]3[C@H](C(OC2=CC(=C1)CCCCC)(C)C)CCC(=C3)C ((6aR,10aR)-1-Fluoro-6,6,9-trimethyl-3-pentyl-6a,7,8,10a-tetrahydro-6H-benzo[c]chromene). Reactants: C(C)(C)(C)OC(=O)C1=C(C=2C(N(CCCC2N1)CCN(C)C)=O)C (5-(2-dimethylamino-ethyl)-3-methyl-4-oxo-1,4,5,6,7,8-hexahydro-pyrrolo[3,2-c]azepine-2-carboxylic acid tert-butyl ester), FC(C(=O)O)(F)F (trifluoroacetic acid), C(C)OC(OCC)OCC (triethoxy methane). Conditions: temperature 40 celsius. The product is CN(CCN1C(C2=C(CCC1)NC(=C2C)C=O)=O)C (5-(2-dimethylamino-ethyl)-3-methyl-4-oxo-1,4,5,6,7,8-hexahydro-pyrrolo[3,2-c]azepine-2-carbaldehyde). The yield is 36.8%. Reaction SMILES: C([O:5][C:6]([C:8]1[NH:17][C:16]2[CH2:15][CH2:14][CH2:13][N:12]([CH2:18][CH2:19][N:20]([CH3:22])[CH3:21])[C:11](=[O:23])[C:10]=2[C:9]=1[CH3:24])=O)(C)(C)C.FC(F)(F)C(O)=O.C(OC(OCC)OCC)C>>[CH3:22][N:20]([CH3:21])[CH2:19][CH2:18][N:12]1[CH2:13][CH2:14][CH2:15][C:16]2[NH:17][C:8]([CH:6]=[O:5])=[C:9]([CH3:24])[C:10]=2[C:11]1=[O:23]. Reported procedure: 5-(2-Dimethylamino-ethyl)-3-methyl-4-oxo-1,4,5,6,7,8-hexahydro-pyrrolo[3,2-c]azepine-2-carboxylic acid tert-butyl ester 23b (774 mg, 2.3 mmol) was dissolved in trifluoroacetic acid (3.1 ml, 20 mmol) under stirring, the resulting solution was heated at 40° C. for 5 minutes in an oil bath under an argon atmosphere. The reaction mixture was cooled down to −5° C. in an ice-salt bath under stirring, added with triethoxy methane (0.5 ml, 3.0 mmol) and stirred for 2 minutes. Then the ice-salt bath was ... Product: ClC1=CC=C2C=CN(C2=C1)C1=C(C(=CC=C1)Cl)Cl (6-CHLORO-1-(2,3-DICHLOROPHENYL)-1H-INDOLE). Reaction SMILES: [Cl:1][C:2]1[CH:10]=[C:9]2[C:5]([CH:6]=[CH:7][NH:8]2)=[CH:4][CH:3]=1.[Cl:11][C:12]1[CH:17]=[CH:16][CH:15]=[C:14](I)[C:13]=1[Cl:19]>>[Cl:1][C:2]1[CH:10]=[C:9]2[C:5]([CH:6]=[CH:7][N:8]2[C:14]2[CH:15]=[CH:16][CH:17]=[C:12]([Cl:11])[C:13]=2[Cl:19])=[CH:4][CH:3]=1. Starting materials: ClC1=CC=C2C=CNC2=C1 (6-chloro-1H-indole), ClC1=C(C(=CC=C1)I)Cl (1,2-dichloro-3-iodobenzene). Procedure: Prepared by Procedure C and Scheme O using 6-chloro-1H-indole and 1,2-dichloro-3-iodobenzene: ESMS m/e: 296.5 (M+H)+. Starting materials: C(C)(C)(C)OC(=O)[C@H]1N([C@H](SC1)C1=C(C=CC=C1)Cl)C(CNC(NC=1C=C(C(=O)OCC[Si](C)(C)C)C=CC1)=O)=O (2-trimethylsilylethyl (2R,4R)-3-{3-{2-[4-tert-butoxycarbonyl-2-(2-chlorophenyl)-3-thiazolidinyl]-2-oxoethyl}ureido}benzoate), [F-].C(CCC)[N+](CCCC)(CCCC)CCCC (tetrabutylammonium fluoride). Product: C(C)(C)(C)OC(=O)[C@H]1N([C@H](SC1)C1=C(C=CC=C1)Cl)C(CNC(NC=1C=C(C(=O)O)C=CC1)=O)=O ((2R,4R)-3-{3-{2-[4-tert-butoxycarbonyl-2-(2-chlorophenyl)-3-thiazolidinyl]-2-oxoethyl}ureido}benzoic acid). Yield: 38.8%. As a reaction SMILES: [C:1]([O:5][C:6]([C@@H:8]1[CH2:12][S:11][C@H:10]([C:13]2[CH:18]=[CH:17][CH:16]=[CH:15][C:14]=2[Cl:19])[N:9]1[C:20](=[O:41])[CH2:21][NH:22][C:23](=[O:40])[NH:24][C:25]1[CH:26]=[C:27]([CH:37]=[CH:38][CH:39]=1)[C:28]([O:30]CC[Si](C)(C)C)=[O:29])=[O:7])([CH3:4])([CH3:3])[CH3:2].[F-].C([N+](CCCC)(CCCC)CCCC)CCC>>[C:1]([O:5][C:6]([C@@H:8]1[CH2:12][S:11][C@H:10]([C:13]2[CH:18]=[CH:17][CH:16]=[CH:15][C:14]=2[Cl:19])[N:9]1[C:20](=[O:41])[CH2:21][NH:22][C:23](=[O:40])[NH:24][C:25]1[CH:26]=[C:27]([CH:37]=[CH:38][CH:39]=1)[C:28]([OH:30])=[O:29])=[O:7])([CH3:4])([CH3:2])[CH3:3] |f:1.2|. Procedure details: The operation is carried out in a fashion similar to that described in Example 41, but starting from 2.0 g of 2-trimethylsilylethyl (2R,4R)-3-{3-{2-[4-tert-butoxycarbonyl-2-(2-chlorophenyl)-3-thiazolidinyl]-2-oxoethyl}ureido}benzoate and 6.5 cm3 of 1M tetrabutylammonium fluoride solution. The crude product is purified by chromatography on silica [eluent: ethyl 0.65 g of acetate/methanol (90/10 by volume)]. The fractions containing the expected product are combined and concentrated to dryness und... Reactants: Cc1nn(C)c2nc(CCN3CCCC3)c(C(N)=O)cc12, Cc1ccccc1, Cc1ccc(N=C=O)cc1OC(C)C. Product: Cc1ccc(NC(=O)NC(=O)c2cc3c(C)nn(C)c3nc2CCN2CCCC2)cc1OC(C)C. Reaction SMILES: [CH3:1][n:2]1[n:3][c:4]([CH3:21])[c:5]2[c:6]1[n:7][c:8]([CH2:14][CH2:15][N:16]1[CH2:17][CH2:18][CH2:19][CH2:20]1)[c:9]([C:11](=[O:12])[NH2:13])[cH:10]2.[CH3:36][c:37]1[cH:38][cH:39][cH:40][cH:41][cH:42]1.[CH:22]([CH3:23])([CH3:24])[O:25][c:26]1[cH:27][c:28]([N:33]=[C:34]=[O:35])[cH:29][cH:30][c:31]1[CH3:32]>>[CH3:1][n:2]1[n:3][c:4]([CH3:21])[c:5]2[c:6]1[n:7][c:8]([CH2:14][CH2:15][N:16]1[CH2:17][CH2:18][CH2:19][CH2:20]1)[c:9]([C:11](=[O:12])[NH:13][C:34]([NH:33][c:28]1[cH:27][c:26]([O:25][CH:22]([CH3:23])[CH3:24])[c:31]([CH3:32])[cH:30][cH:29]1)=[O:35])[cH:10]2. Reactants: O=C(O)C(F)(F)F, CC(C)(C)OC(=O)C(CCC(N)=O)NC(=O)c1ccc(NC(Cn2ccnc2)c2ccc(F)cc2)cc1-c1ccccc1. The product is NC(=O)CCC(NC(=O)c1ccc(NC(Cn2ccnc2)c2ccc(F)cc2)cc1-c1ccccc1)C(=O)O. Reaction SMILES: [F:44][C:45]([F:46])([F:47])[C:48]([OH:49])=[O:50].[c:1]1(-[c:7]2[c:8]([C:9](=[O:10])[NH:11][CH:12]([C:13](=[O:14])[O:15][C:16]([CH3:17])([CH3:18])[CH3:19])[CH2:20][CH2:21][C:22]([NH2:23])=[O:24])[cH:25][cH:26][c:27]([NH:29][CH:30]([CH2:31][n:32]3[cH:33][n:34][cH:35][cH:36]3)[c:37]3[cH:38][cH:39][c:40]([F:43])[cH:41][cH:42]3)[cH:28]2)[cH:2][cH:3][cH:4][cH:5][cH:6]1>>[c:1]1(-[c:7]2[c:8]([C:9](=[O:10])[NH:11][CH:12]([C:13](=[O:14])[OH:15])[CH2:20][CH2:21][C:22]([NH2:23])=[O:24])[cH:25][cH:26][c:27]([NH:29][CH:30]([CH2:31][n:32]3[cH:33][n:34][cH:35][cH:36]3)[c:37]3[cH:38][cH:39][c:40]([F:43])[cH:41][cH:42]3)[cH:28]2)[cH:2][cH:3][cH:4][cH:5][cH:6]1. The reactants are N#Cc1ccc(C=Cc2ccccc2)cc1, N=C([O-])c1ccccc1, CCOC(=N)c1ccc(C=Cc2ccccc2)cc1, CO, CCO, Cl, N, c1ccccc1. Yields the product N=C(N)c1ccc(C=Cc2ccccc2)cc1, Cl. RXN SMILES: [C:1](#[N:2])[c:3]1[cH:4][cH:5][c:6]([CH:9]=[CH:10][c:11]2[cH:12][cH:13][cH:14][cH:15][cH:16]2)[cH:7][cH:8]1.[C:37](=[NH:38])([O-:39])[c:40]1[cH:41][cH:42][cH:43][cH:44][cH:45]1.[CH2:18]([O:19][C:20]([c:21]1[cH:22][cH:23][c:24]([CH:25]=[CH:26][c:27]2[cH:28][cH:29][cH:30][cH:31][cH:32]2)[cH:33][cH:34]1)=[NH:36])[CH3:35].[CH3:47][OH:48].[CH3:49][CH2:50][OH:51].[ClH:17].[NH3:46].[cH:52]1[cH:53][cH:54][cH:55][cH:56][cH:57]1>>[C:1](=[NH:2])([c:3]1[cH:4][cH:5][c:6]([CH:9]=[CH:10][c:11]2[cH:12][cH:13][cH:14][cH:15][cH:16]2)[cH:7][cH:8]1)[NH2:36].[ClH:17].